From a dataset of the Open Reaction Database (ORD), a public repository of structured organic reaction records. describe an organic reaction: reactants, conditions, products, and yield Starting materials: Cc1ccc(S(=O)(=O)OCC2Cc3cc(C(F)(F)F)cc(-c4cccc(F)c4F)c3O2)cc1, CN, Cl. The product is CNCC1Cc2cc(C(F)(F)F)cc(-c3cccc(F)c3F)c2O1. RXN SMILES: [CH3:2][c:3]1[cH:4][cH:5][c:6]([S:7]([O:8][CH2:13][CH:14]2[O:15][c:16]3[c:17]([cH:19][c:20]([C:31]([F:32])([F:33])[F:34])[cH:21][c:22]3-[c:23]3[c:24]([F:30])[c:25]([F:29])[cH:26][cH:27][cH:28]3)[CH2:18]2)(=[O:9])=[O:10])[cH:11][cH:12]1.[CH3:35][NH2:36].[ClH:1]>>[CH2:13]([CH:14]1[O:15][c:16]2[c:17]([cH:19][c:20]([C:31]([F:32])([F:33])[F:34])[cH:21][c:22]2-[c:23]2[c:24]([F:30])[c:25]([F:29])[cH:26][cH:27][cH:28]2)[CH2:18]1)[NH:36][CH3:35].